Dataset: the Open Reaction Database (ORD), a public repository of structured organic reaction records. Task: describe an organic reaction: reactants, conditions, products, and yield Reactants: COC(CCCC#CCC1(C(CCCC1=O)=O)Cl)=O (7-(1-chloro-2,6-dioxocyclohexyl)-5-heptynoic acid methyl ester), C([O-])([O-])=O.[Na+].[Na+] (sodium carbonate). Solvent: C=1(C(=CC=CC1)C)C (xylene). Product: COC(CCCC#CCC1=CCCC1=O)=O (7-(5-oxocyclopent-1-enyl)-5-heptynoic acid methyl ester). As a reaction SMILES: [CH3:1][O:2][C:3](=[O:19])[CH2:4][CH2:5][CH2:6][C:7]#[C:8][CH2:9][C:10]1(Cl)[C:15](=[O:16])[CH2:14][CH2:13][CH2:12]C1=O.C(=O)([O-])[O-].[Na+].[Na+]>C1(C)C(C)=CC=CC=1>[CH3:1][O:2][C:3](=[O:19])[CH2:4][CH2:5][CH2:6][C:7]#[C:8][CH2:9][C:10]1[C:15](=[O:16])[CH2:14][CH2:13][CH:12]=1 |f:1.2.3|. Procedure details: To a solution of 7-(1-chloro-2,6-dioxocyclohexyl)-5-heptynoic acid methyl ester (23.6 g), described in Example 14, in xylene (250 ml) is added powdered sodium carbonate (11.8 g) and the mixture stirred and heated at refluxed for 16 hr. After cooling the mixture is washed with water to neutral, dried over magnesium sulfate, and the solvent evaporated to give the crude cyclopentenone ester. Distillation of the crude ester at 0.6 mm Hg affords 7-(5-oxocyclopent-1-enyl)-5-heptynoic acid methyl ester... Starting materials: COc1ccc(-c2ocnc2C(=O)O)cc1, CC(F)(F)c1ccc(Cn2cc(N)cn2)o1. Yields the product COc1ccc(-c2ocnc2C(=O)Nc2cnn(Cc3ccc(C(C)(F)F)o3)c2)cc1. Reaction SMILES: [CH3:17][O:18][c:19]1[cH:20][cH:21][c:22](-[c:25]2[c:26]([C:30](=[O:31])[OH:32])[n:27][cH:28][o:29]2)[cH:23][cH:24]1.[F:1][C:2]([CH3:3])([F:4])[c:5]1[cH:6][cH:7][c:8]([CH2:10][n:11]2[n:12][cH:13][c:14]([NH2:16])[cH:15]2)[o:9]1>>[F:1][C:2]([CH3:3])([F:4])[c:5]1[cH:6][cH:7][c:8]([CH2:10][n:11]2[n:12][cH:13][c:14]([NH:16][C:30]([c:26]3[c:25](-[c:22]4[cH:21][cH:20][c:19]([O:18][CH3:17])[cH:24][cH:23]4)[o:29][cH:28][n:27]3)=[O:31])[cH:15]2)[o:9]1. Starting materials: COC1=CC=C2C(CC(C2=C1)=O)(CC)CC (6-methoxy-3,3-diethyl-1-indanone), O (water), CC(C=C)O (3-buten-2-ol), C1(=CC=C(C=C1)S(=O)(=O)O)C (p-toluenesulfonic acid). The solvent is COC(C)(C)OC (2,2-dimethoxypropane). The product is C(C=CC)C1C(C2=CC(=CC=C2C1(CC)CC)OC)=O ((RS)-2-(2-buten-1-yl)-6-methoxy-3,3-diethyl-1-indanone). Yield: 15.0%. Reaction SMILES: [CH3:1][O:2][C:3]1[CH:11]=[C:10]2[C:6]([C:7]([CH2:15][CH3:16])([CH2:13][CH3:14])[CH2:8][C:9]2=[O:12])=[CH:5][CH:4]=1.[CH3:17][CH:18](O)[CH:19]=[CH2:20].C1(C)C=CC(S(O)(=O)=O)=CC=1.O>COC(OC)(C)C>[CH2:17]([CH:8]1[C:7]([CH2:15][CH3:16])([CH2:13][CH3:14])[C:6]2[C:10](=[CH:11][C:3]([O:2][CH3:1])=[CH:4][CH:5]=2)[C:9]1=[O:12])[CH:18]=[CH:19][CH3:20]. Procedure details: A solution of 22.0 g of 6-methoxy-3,3-diethyl-1-indanone, 20.8 ml of 3-buten-2-ol and 220 mg of p-toluenesulfonic acid in 220 ml of 2,2-dimethoxypropane was boiled under reflux for 87 hours on a water separator filled with molecular sieve (0.4 nm, 2 mm pearl shaped). The reaction mixture was subsequently concentrated in a vacuum and purified by column chromatography on silica gel (hexane/ethyl acetate 6:1). In addition to 15.7 g of educt, there were obtained 4.1 g (15%) of (RS)-2-(2-buten-1-yl)-...